From a dataset of the Open Reaction Database (ORD), a public repository of structured organic reaction records. describe an organic reaction: reactants, conditions, products, and yield Reactants: O=C1C=C(C(=O)C=2C=CC=CC12)C, O=C(O)C1CCCCC1. Reagents/catalysts: O=S(=O)(O)OOS(=O)(=O)O.N. The solvent is O, O=S(C)C. Conditions: temperature 40 celsius, time 16 hour. Yields the product O=C1C=2C=CC=CC2C(=O)C(=C1C)C3CCCCC3. Yield: 72.0%. Starting materials: CC1(CC=C(C=2C=C(C=CC12)C#CC1=CC=C(C(=O)O)C=C1)C#CCCC)C (4-[(7,8-dihydro-8,8-dimethyl-5-(1-pentynyl)naphth-3-yl)ethynyl]benzoic acid), CC1(CC=C(C=2C=C(C=CC12)C#CC1=CC=C(C(=O)O)C=C1)C#CCCC)C (4-[(7,8-dihydro-8,8-dimethyl-5-(1-pentynyl)naphth-3-yl)ethynyl]benzoic acid), CC1(CC=C(C=2C=C(C=CC12)C#CC1=CC=C(C(=O)OCC)C=C1)C#CC)C (ethyl 4-[(7,8-dihydro-8,8-dimethyl-5-(1-propynyl)naphth-3-yl)ethynyl]benzoate), CC1(CC=C(C=2C=C(C=CC12)C#CC1=CC=C(C(=O)OCC)C=C1)C#CC)C (ethyl 4-[(7,8-dihydro-8,8-dimethyl-5-(1-propynyl)naphth-3-yl)ethynyl]benzoate). Yields the product CC1(CC=C(C=2C=C(C=CC12)C#CC1=CC=C(C(=O)O)C=C1)C#CC)C (4-[(7,8-dihydro-8,8-dimethyl-5-(1-propynyl)naphth-3-yl)ethynyl]benzoic acid). Reaction SMILES: [CH3:1][C:2]1([CH3:28])[C:11]2[CH:10]=[CH:9][C:8]([C:12]#[C:13][C:14]3[CH:22]=[CH:21][C:17]([C:18]([OH:20])=[O:19])=[CH:16][CH:15]=3)=[CH:7][C:6]=2[C:5]([C:23]#[C:24][CH2:25]CC)=[CH:4][CH2:3]1.CC1(C)C2C=CC(C#CC3C=CC(C(OCC)=O)=CC=3)=CC=2C(C#CC)=CC1>>[CH3:1][C:2]1([CH3:28])[C:11]2[CH:10]=[CH:9][C:8]([C:12]#[C:13][C:14]3[CH:15]=[CH:16][C:17]([C:18]([OH:20])=[O:19])=[CH:21][CH:22]=3)=[CH:7][C:6]=2[C:5]([C:23]#[C:24][CH3:25])=[CH:4][CH2:3]1. Procedure details: Employing the same general procedure as for the preparation of 4-[(7,8-dihydro-8,8-dimethyl-5-(1-pentynyl)naphth-3-yl)ethynyl]benzoic acid (Compound 84), 75.0 mg (0.204 mmol) of ethyl 4-[(7,8-dihydro-8,8-dimethyl-5-(1-propynyl)naphth-3-yl)ethynyl]benzoate (Compound 77) was converted into the title compound (colorless solid) using 21.4 mg (0.51 mmol) of LiOH in H2O. Reactants: N1N=NC2=C1C=CC=C2 (1H-benzo[d][1,2,3]triazole), C(C1=CC=CC=C1)NCCC(=O)OCC (ethyl 3-(benzylamino)propanoate), C=O (formaldehyde). Run in CO (MeOH). Reaction conditions: time 12 hour. The product is C(C)OC(CCN(CC1=CC=CC=C1)CN1N=NC2=C1C=CC=C2)=O (3-(Benzotriazol-1-ylmethyl-benzyl-amino)-propionic acid ethyl ester), oil. The yield is 81.0%. As a reaction SMILES: [NH:1]1[C:5]2[CH:6]=[CH:7][CH:8]=[CH:9][C:4]=2[N:3]=[N:2]1.[CH2:10]([NH:17][CH2:18][CH2:19][C:20]([O:22][CH2:23][CH3:24])=[O:21])[C:11]1[CH:16]=[CH:15][CH:14]=[CH:13][CH:12]=1.[CH2:25]=O>CO>[CH2:23]([O:22][C:20](=[O:21])[CH2:19][CH2:18][N:17]([CH2:25][N:1]1[C:5]2[CH:6]=[CH:7][CH:8]=[CH:9][C:4]=2[N:3]=[N:2]1)[CH2:10][C:11]1[CH:16]=[CH:15][CH:14]=[CH:13][CH:12]=1)[CH3:24]. Procedure details: To a solution of 1H-benzo[d][1,2,3]triazole (5.46 g, 45.8 mmol) in MeOH (32 mL) at 0° C. were added ethyl 3-(benzylamino)propanoate (10 g, 45.8 mmol) and an aqueous solution of formaldehyde (36%, 4.56 mL, 59.6 mmol). The reaction mixture was warmed to room temperature and stirred for 12 hours. The solvent was evaporated and the residue was purified by flash-chromatography over 330 g flash pack using gradient EtOAc/Heptane 5-50% over 40 minutes. The title compound was obtained as colorless oil (1...